Dataset: the Open Reaction Database (ORD), a public repository of structured organic reaction records. Task: describe an organic reaction: reactants, conditions, products, and yield Starting materials: FC1=C(C(=C(C(=C1C#N)F)F)C#N)F (tetrafluoroterephthalonitrile), raw material, FC1=C(C(=C(C(=C1C=O)F)F)C=O)F (tetrafluoroterephthalaldehyde). Product: FC1=C(CN)C(=C(C=C1F)F)F (2,3,5,6-tetrafluorobenzylamine). RXN SMILES: [F:1][C:2]1[C:7]([C:8]#[N:9])=[C:6]([F:10])[C:5]([F:11])=[C:4](C#N)[C:3]=1[F:14].FC1C(C=O)=C(F)C(F)=C(C=O)C=1F>>[F:1][C:2]1[C:3]([F:14])=[CH:4][C:5]([F:11])=[C:6]([F:10])[C:7]=1[CH2:8][NH2:9]. Procedure: From the toluene extract, a small amount of a sample was withdrawn, and it was subjected to GC analysis. As a result of the analysis, a peak of the tetrafluoroterephthalonitrile as a raw material was below the detection limit, and the amount of tetrafluoroterephthalaldehyde was 68.9 mol %. On the other hand, the aqueous phase was neutralized and then subjected to GC analysis. As a result of the analysis, presence of 14.8 mol % of 2,3,5,6-tetrafluorobenzylamine was confirmed. The results are set ... The reactants are BrB(Br)Br, COc1cccc(C(=O)CBr)c1, ClCCl. Yields the product O=C(CBr)c1cccc(O)c1. Reaction SMILES: [B:13]([Br:14])([Br:15])[Br:16].[Br:1][CH2:2][C:3](=[O:4])[c:5]1[cH:6][c:7]([O:11][CH3:12])[cH:8][cH:9][cH:10]1.[Cl:17][CH2:18][Cl:19]>>[Br:1][CH2:2][C:3](=[O:4])[c:5]1[cH:6][c:7]([OH:11])[cH:8][cH:9][cH:10]1. The reactants are Clc1nccc2ccc(CBr)cc12, CC(C)(C)OC(=O)NC1CCNC1=O. Product: CC(C)(C)OC(=O)NC1CCN(Cc2ccc3ccnc(Cl)c3c2)C1=O. As a reaction SMILES: [Br:15][CH2:16][c:17]1[cH:18][cH:19][c:20]2[cH:21][cH:22][n:23][c:24]([Cl:27])[c:25]2[cH:26]1.[C:1]([CH3:2])([CH3:3])([CH3:4])[O:5][C:6]([NH:7][CH:8]1[C:9](=[O:13])[NH:10][CH2:11][CH2:12]1)=[O:14]>>[C:1]([CH3:2])([CH3:3])([CH3:4])[O:5][C:6]([NH:7][CH:8]1[C:9](=[O:13])[N:10]([CH2:16][c:17]2[cH:18][cH:19][c:20]3[cH:21][cH:22][n:23][c:24]([Cl:27])[c:25]3[cH:26]2)[CH2:11][CH2:12]1)=[O:14].